Dataset: the Open Reaction Database (ORD), a public repository of structured organic reaction records. Task: describe an organic reaction: reactants, conditions, products, and yield The reactants are COC(C[C@@H]1COC2=C1C=CC(=C2)O[C@@H]2CCC1=C(C=CC(=C21)F)B2OC(C(O2)(C)C)(C)C)=O ({(S)-6-[(R)-7-fluoro-4-(4,4,5,5-tetramethyl-[1,3,2]dioxaborolan-2-yl)-indan-1-yloxy]-2,3-dihydro-benzofuran-3-yl}-acetic acid methyl ester), ClC1=C(C=C(C=C1C)C=1N=NC=C(C1)OC)C (3-(4-chloro-3,5-dimethyl-phenyl)-5-methoxy-pyridazine), BrC1=C2CC[C@H](C2=C(C=C1)F)OC1=CC2=C([C@@H](CO2)CC(=O)OC)C=C1 (Methyl 2-((S)-6-((R)-4-bromo-7-fluoro-2,3-dihydro-1H-inden-1-yloxy)-2,3-dihydrobenzofuran-3-yl)acetate). Product: COC(C[C@@H]1COC2=C1C=CC(=C2)O[C@@H]2CCC1=C(C=CC(=C21)F)C2=C(C=C(C=C2C)C=2N=NC=C(C2)OC)C)=O ({(S)-6-[(R)-4-(2,6-Dimethyl-4-(5-methoxy-pyridazin-3-yl)-phenyl)-7-fluoro-indan-1-yloxy]-2,3-dihydro-benzofuran-3-yl}-acetic acid methyl ester). RXN SMILES: [CH3:1][O:2][C:3](=[O:34])[CH2:4][C@H:5]1[C:9]2[CH:10]=[CH:11][C:12]([O:14][C@H:15]3[C:23]4[C:18](=[C:19](B5OC(C)(C)C(C)(C)O5)[CH:20]=[CH:21][C:22]=4[F:24])[CH2:17][CH2:16]3)=[CH:13][C:8]=2[O:7][CH2:6]1.Cl[C:36]1[C:41]([CH3:42])=[CH:40][C:39]([C:43]2[N:44]=[N:45][CH:46]=[C:47]([O:49][CH3:50])[CH:48]=2)=[CH:38][C:37]=1[CH3:51].BrC1C=CC(F)=C2C=1CC[C@H]2OC1C=CC2[C@H](CC(OC)=O)COC=2C=1>>[CH3:1][O:2][C:3](=[O:34])[CH2:4][C@H:5]1[C:9]2[CH:10]=[CH:11][C:12]([O:14][C@H:15]3[C:23]4[C:18](=[C:19]([C:36]5[C:37]([CH3:51])=[CH:38][C:39]([C:43]6[N:44]=[N:45][CH:46]=[C:47]([O:49][CH3:50])[CH:48]=6)=[CH:40][C:41]=5[CH3:42])[CH:20]=[CH:21][C:22]=4[F:24])[CH2:17][CH2:16]3)=[CH:13][C:8]=2[O:7][CH2:6]1. Procedure details: The title compound is prepared from {(S)-6-[(R)-7-fluoro-4-(4,4,5,5-tetramethyl-[1,3,2]dioxaborolan-2-yl)-indan-1-yloxy]-2,3-dihydro-benzofuran-3-yl}-acetic acid methyl ester and 3-(4-chloro-3,5-dimethyl-phenyl)-5-methoxy-pyridazine following a procedure analogous to that described in Step 5 of Intermediate 1. LC (method 11): tR=1.10 min; Mass spectrum (ESI+): m/z=555 [M+H]+. The reactants are ClC1=C(OC(C(=O)OCC)(C)C)C=CC(=C1Cl)CCC(C=1SC(=CC1)C1=CC(=CC=C1)C(F)(F)F)O (ethyl 2-(2,3-dichloro-4-(3-hydroxy-3-(5-(3-(trifluoromethyl)phenyl)thien-2-yl)propyl)phenoxy)-2-methylpropanoate), [H-].[Na+] (sodium hydride), IC (iodomethane). Procedure details: Ethyl 2-(2,3-dichloro-4-(3-methoxy-3-(5-(3-(trifluoromethyl)phenyl)thien-2-yl)propyl)-phenoxy)-2-methylpropanoate is prepared from ethyl 2-(2,3-dichloro-4-(3-hydroxy-3-(5-(3-(trifluoromethyl)phenyl)thien-2-yl)propyl)phenoxy)-2-methylpropanoate using 1.1 equivalents of sodium hydride and 1.1 equivalents of iodomethane according to general procedure H. As a reaction SMILES: [Cl:1][C:2]1[C:16]([Cl:17])=[C:15]([CH2:18][CH2:19][CH:20]([OH:36])[C:21]2[S:22][C:23]([C:26]3[CH:31]=[CH:30][CH:29]=[C:28]([C:32]([F:35])([F:34])[F:33])[CH:27]=3)=[CH:24][CH:25]=2)[CH:14]=[CH:13][C:3]=1[O:4][C:5]([CH3:12])([CH3:11])[C:6]([O:8][CH2:9][CH3:10])=[O:7].[H-].[Na+].I[CH3:40]>>[Cl:1][C:2]1[C:16]([Cl:17])=[C:15]([CH2:18][CH2:19][CH:20]([O:36][CH3:40])[C:21]2[S:22][C:23]([C:26]3[CH:31]=[CH:30][CH:29]=[C:28]([C:32]([F:33])([F:34])[F:35])[CH:27]=3)=[CH:24][CH:25]=2)[CH:14]=[CH:13][C:3]=1[O:4][C:5]([CH3:11])([CH3:12])[C:6]([O:8][CH2:9][CH3:10])=[O:7] |f:1.2|. Product: ClC1=C(OC(C(=O)OCC)(C)C)C=CC(=C1Cl)CCC(C=1SC(=CC1)C1=CC(=CC=C1)C(F)(F)F)OC (Ethyl 2-(2,3-dichloro-4-(3-methoxy-3-(5-(3-(trifluoromethyl)phenyl)thien-2-yl)propyl)-phenoxy)-2-methylpropanoate). Reactants: C(O)([O-])=O.[Na+] (sodium hydrogen carbonate), O=C1CCN(CC1)C(=O)OC(C)(C)C (tert-Butyl 4-oxopiperidine-1-carboxylate), solution, C(#CC)[Mg]Br (1-propynyl magnesium bromide). Solvent: O1CCCC1 (tetrahydrofuran), O1CCCC1 (tetrahydrofuran). Conditions: temperature -78 celsius. The product is OC1(CCN(CC1)C(=O)OC(C)(C)C)C#CC (tert-butyl 4-hydroxy-4-(1-propynyl)-piperidine-1-carboxylate). As a reaction SMILES: [O:1]=[C:2]1[CH2:7][CH2:6][N:5]([C:8]([O:10][C:11]([CH3:14])([CH3:13])[CH3:12])=[O:9])[CH2:4][CH2:3]1.[C:15]([Mg]Br)#[C:16][CH3:17].C(=O)([O-])O.[Na+]>O1CCCC1>[OH:1][C:2]1([C:15]#[C:16][CH3:17])[CH2:3][CH2:4][N:5]([C:8]([O:10][C:11]([CH3:14])([CH3:13])[CH3:12])=[O:9])[CH2:6][CH2:7]1 |f:2.3|. Reported procedure: tert-Butyl 4-oxopiperidine-1-carboxylate (2.99 g) was dissolved in 30 ml of tetrahydrofuran, cooled down to −78° C., 40 ml of a 0.5N solution of 1-propynyl magnesium bromide in 40 ml of tetrahydrofuran was dropped thereinto and temperature of the mixture was raised to room temperature followed by stirring for one night. A saturated aqueous solution of sodium hydrogen carbonate was added to the reaction solution to stop the reaction and the product was extracted with ethyl acetate, washed with a ... Reactants: O=C(Cl)CN1C(=O)c2ccccc2C1=O, NN1C=Nc2ccc(Cl)cc2C1(O)c1ccccc1, C1CCOC1, O, c1ccncc1. Product: O=C(O)CN1C(=O)c2ccccc2C1=O. Reaction SMILES: [C:26]1(=[O:40])[c:27]2[c:28]([cH:36][cH:37][cH:38][cH:39]2)[C:29](=[O:35])[N:30]1[CH2:31][C:32](=[O:33])[Cl:34].[NH2:1][N:2]1[C:3]([c:4]2[cH:5][cH:6][cH:7][cH:8][cH:9]2)([OH:18])[c:10]2[c:11]([cH:12][cH:13][c:14]([Cl:15])[cH:16]2)[N:17]=[CH:19]1.[O:42]1[CH2:43][CH2:44][CH2:45][CH2:46]1.[OH2:41].[cH:20]1[cH:21][cH:22][n:23][cH:24][cH:25]1>>[OH:18][C:32]([CH2:31][N:30]1[C:26](=[O:40])[c:27]2[c:28]([cH:36][cH:37][cH:38][cH:39]2)[C:29]1=[O:35])=[O:33]. Starting materials: ClC=1C=CC(=C(OC2=C(C=O)C=CC=C2)C1)[N+](=O)[O-] (2-(5-chloro-2-nitrophenoxy)benzaldehyde), OS(=O)(=O)O (H2SO4), C(C)OCC (diethylether), Na2Cr2O7, [OH-].C(CCC)[N+](CCCC)(CCCC)CCCC (tetra-n-butylammonium hydroxide). Solvent: O (water). Run at time 2 hour. Yields the product ClC=1C=CC(=C(OC2=C(C(=O)O)C=CC=C2)C1)[N+](=O)[O-] (2-(5'-chloro-2-nitrophenoxy)benzoic acid). As a reaction SMILES: [Cl:1][C:2]1[CH:3]=[CH:4][C:5]([N+:17]([O-:19])=[O:18])=[C:6]([CH:16]=1)[O:7][C:8]1[CH:15]=[CH:14][CH:13]=[CH:12][C:9]=1[CH:10]=[O:11].C([O:22]CC)C.[OH-].C([N+](CCCC)(CCCC)CCCC)CCC.OS(O)(=O)=O>O>[Cl:1][C:2]1[CH:3]=[CH:4][C:5]([N+:17]([O-:19])=[O:18])=[C:6]([CH:16]=1)[O:7][C:8]1[CH:15]=[CH:14][CH:13]=[CH:12][C:9]=1[C:10]([OH:22])=[O:11] |f:2.3|. Procedure: The 2-(5'-chloro-2-nitrophenoxy)benzoic acid was prepared as follows: Crude 2-(5-chloro-2-nitrophenoxy)benzaldehyde was heated under reflux with 200 ml of diethylether, 120 ml of water, 41.1 g of Na2Cr2O7 ·2H2O and 6.0 g of a 40% tetra-n-butylammonium hydroxide solution, and to it was added 63 ml of 9M H2SO4 over three hours. Heating was continued for an additional two hours, and the aqueous layer was extracted with ether and evaporated to dryness to provide the product. Starting materials: [Cl-].[NH4+] (ammonium chloride), solution, C1(=CC=CC=C1)[Mg]Br (phenylmagnesium bromide), ClC1=CC=C(C=C1)C(C)=O (p-chloroacetophenone). Run in O1CCCC1 (tetrahydrofuran). The product is C1(=CC=CC=C1)C(C)(O)C1=CC=C(C=C1)Cl (1-phenyl-1-(p-chlorophenyl)ethanol). Reaction SMILES: [C:1]1([Mg]Br)[CH:6]=[CH:5][CH:4]=[CH:3][CH:2]=1.[Cl:9][C:10]1[CH:15]=[CH:14][C:13]([C:16](=[O:18])[CH3:17])=[CH:12][CH:11]=1.[Cl-].[NH4+]>O1CCCC1>[C:1]1([C:16]([C:13]2[CH:14]=[CH:15][C:10]([Cl:9])=[CH:11][CH:12]=2)([OH:18])[CH3:17])[CH:6]=[CH:5][CH:4]=[CH:3][CH:2]=1 |f:2.3|. Reported procedure: To 37 ml of a 2M solution of phenylmagnesium bromide in tetrahydrofuran was added, under argon atmosphere, 5.24 g (33.9 mmol) of p-chloroacetophenone, and the mixture was allowed to react at 0° C. for 3 hours. At the completion of this reaction, a saturated aqueous solution of ammonium chloride was added to the reaction mixture, which was then extracted with chloroform. The organic layer was washed with water and then concentrated by evaporation under reduced pressure. The residue was subjected ... Reactants: C31H30F6N2O4, COC1=CC=C(C=C1)NC(=O)C=1C(N[C@](CC1C1=CC=C(C=C1)C)(C(F)(F)F)C1=CC=C(C=C1)OCCCC(F)(F)F)=O ((S)—N-(4-Methoxyphenyl)-2-oxo-4-p-tolyl-6-(4-(4,4,4-trifluorobutoxy)phenyl)-6-(trifluoro-methyl)-1,2,5,6-tetrahydropyridine-3-carboxamide), C31H30F6N2O4. The reagents and catalysts are [Pd] (palladium on carbon), [Pd] (palladium on carbon). Run in CO (MeOH). Reaction conditions: time 8 hour. The product is COC1=CC=C(C=C1)NC(=O)C1C(NC(CC1C1=CC=C(C=C1)C)(C(F)(F)F)C1=CC=C(C=C1)OCCCC(F)(F)F)=O (N-(4-Methoxyphenyl)-2-oxo-4-p-tolyl-6-(4-(4,4,4-trifluorobutoxy)phenyl)-6-(trifluoromethyl)piperidine-3-carboxamide). Reaction SMILES: [CH3:1][O:2][C:3]1[CH:8]=[CH:7][C:6]([NH:9][C:10]([C:12]2[C:13](=[O:43])[NH:14][C@@:15]([C:29]3[CH:34]=[CH:33][C:32]([O:35][CH2:36][CH2:37][CH2:38][C:39]([F:42])([F:41])[F:40])=[CH:31][CH:30]=3)([C:25]([F:28])([F:27])[F:26])[CH2:16][C:17]=2[C:18]2[CH:23]=[CH:22][C:21]([CH3:24])=[CH:20][CH:19]=2)=[O:11])=[CH:5][CH:4]=1>CO.[Pd]>[CH3:1][O:2][C:3]1[CH:4]=[CH:5][C:6]([NH:9][C:10]([CH:12]2[CH:17]([C:18]3[CH:19]=[CH:20][C:21]([CH3:24])=[CH:22][CH:23]=3)[CH2:16][C:15]([C:29]3[CH:30]=[CH:31][C:32]([O:35][CH2:36][CH2:37][CH2:38][C:39]([F:42])([F:41])[F:40])=[CH:33][CH:34]=3)([C:25]([F:26])([F:27])[F:28])[NH:14][C:13]2=[O:43])=[O:11])=[CH:7][CH:8]=1. Reported procedure: To a solution of Example 6-2 (90 mg, 0.15 mol) in MeOH (2 mL) was added 10% palladium on carbon (5 mg). The mixture was stirred under hydrogen (50 psi) overnight. Additional palladium on carbon (5 mg) was added and the reaction was stirred under hydrogen (50 psi) for an additional 1 h. The catalyst was removed by filtration through a pad of Celite® and the solution was concentrated in vacuo. The products were partly separated by preparative HPLC (CH3CN/H2O/TFA). Fractions containing the two prod...